Dataset: the Open Reaction Database (ORD), a public repository of structured organic reaction records. Task: describe an organic reaction: reactants, conditions, products, and yield The yield is 160.4%. The reactants are C(\C=C\C)=O (Crotonaldehyde), CC=1C=C(C(=CC1)C(C)(C)C)O (3-methyl-6-tert-butylphenol), Cl (hydrochloric acid). The product is O.CC1=C(C=C(C(=C1)O)C(C)(C)C)C(CC(C)C1=C(C=C(C(=C1)C(C)(C)C)O)C)C1=C(C=C(C(=C1)C(C)(C)C)O)C (1,1,3-tris(2-methyl-4-hydroxy-5-tert-butylphenyl)butane hydrate). Run in CO (methanol). Procedure details: Crotonaldehyde (140 g, 2 moles) is gradually added dropwise to a stirred mixture of 984 g (6 moles) of 3-methyl-6-tert-butylphenol, 700 g of methanol and 350 ml of concentrated hydrochloric acid under gentle refluxing. Refluxing is then continued for an hour. The reaction mixture is cooled, and the precipitate is collected by filtration, washed first with 2,000 ml of 80% methanol to remove byproducts and unreacted starting materials contained in the precipitate and then with water until no inorg... RXN SMILES: [CH:1](=[O:5])/[CH:2]=[CH:3]/[CH3:4].[CH3:6][C:7]1[CH:8]=[C:9]([OH:17])[C:10]([C:13]([CH3:16])([CH3:15])[CH3:14])=[CH:11][CH:12]=1.Cl>CO>[OH2:5].[CH3:12][C:7]1[CH:6]=[C:1]([OH:5])[C:2]([C:13]([CH3:14])([CH3:16])[CH3:15])=[CH:3][C:4]=1[CH:11]([C:12]1[CH:11]=[C:10]([C:13]([CH3:16])([CH3:15])[CH3:14])[C:9]([OH:17])=[CH:8][C:7]=1[CH3:6])[CH2:10][CH:9]([C:12]1[CH:11]=[C:10]([C:13]([CH3:14])([CH3:16])[CH3:15])[C:9]([OH:17])=[CH:8][C:7]=1[CH3:6])[CH3:8] |f:4.5|. Starting materials: [BH4-], CCO, CC1(C)CC(=O)c2sccc2O1, [Na+], O. Yields the product CC1(C)CC(O)c2sccc2O1. Reaction SMILES: [BH4-:1].[CH3:16][CH2:17][OH:18].[CH3:3][C:4]1([CH3:14])[CH2:5][C:6](=[O:13])[c:7]2[c:8]([cH:10][cH:11][s:12]2)[O:9]1.[Na+:2].[OH2:15]>>[CH3:3][C:4]1([CH3:14])[CH2:5][CH:6]([OH:13])[c:7]2[c:8]([cH:10][cH:11][s:12]2)[O:9]1.